describe an organic reaction: reactants, conditions, products, and yield From a dataset of the Open Reaction Database (ORD), a public repository of structured organic reaction records. The product is CC1(C(NC2=CC(=C(C=C12)NC(C1=CC=C(C=C1)OC)=O)[N+](=O)[O-])=O)C (N-(3,3-Dimethyl-6-nitro-2-oxo-2,3-dihydro-1H-indol-5-yl)-4-methoxy-benzamide). Solvent: C(Cl)Cl (CH2Cl2). Reaction SMILES: [NH2:1][C:2]1[CH:3]=[C:4]2[C:8](=[CH:9][C:10]=1[N+:11]([O-:13])=[O:12])[NH:7][C:6](=[O:14])[C:5]2([CH3:16])[CH3:15].N1C=CC=CC=1.[CH3:23][O:24][C:25]1[CH:33]=[CH:32][C:28]([C:29](Cl)=[O:30])=[CH:27][CH:26]=1.C(Cl)(Cl)Cl>C(Cl)Cl>[CH3:15][C:5]1([CH3:16])[C:4]2[C:8](=[CH:9][C:10]([N+:11]([O-:13])=[O:12])=[C:2]([NH:1][C:29](=[O:30])[C:28]3[CH:32]=[CH:33][C:25]([O:24][CH3:23])=[CH:26][CH:27]=3)[CH:3]=2)[NH:7][C:6]1=[O:14]. Reaction conditions: time 20 hour. The reactants are C(Cl)(Cl)Cl (CHCl3), NC=1C=C2C(C(NC2=CC1[N+](=O)[O-])=O)(C)C (5-Amino-3,3-dimethyl-6-nitro-1,3-dihydro-indol-2-one), N1=CC=CC=C1 (pyridine), COC1=CC=C(C(=O)Cl)C=C1 (4-methoxy-benzoyl chloride). Reported procedure: To a solution of C1 (3.1 g) and dry pyridine (3.5 ml; 42 mmol) in dry CH2Cl2 (75 ml) is added 4-methoxy-benzoyl chloride (2.63 g; 15.4 mmol) over a period of 2 min. After addition the mixture is stirred at RT for 20 h. CHCl3 (200 ml) is added and the organic layer is washed with sodium hydroxide solution (0.5 N) and water, dried over MgSO4 and concentrated in vacuo. The crude material is triturated with boiling EtOH and the precipitate is collected by filtration (3.73 g). Reactants: [H-].[K+] (potassium hydride), COC(CSCC1=CC=CO1)=O (methyl-2-(furfurylthio)acetate), Cl (hydrochloric acid). Solvent: O (water), CO (methanol). Reaction conditions: time 2 hour. Yields the product C(C1=CC=CO1)SCC(=O)O (2-(furfurylthio)acetic acid). Reaction SMILES: C[O:2][C:3](=[O:12])[CH2:4][S:5][CH2:6][C:7]1[O:11][CH:10]=[CH:9][CH:8]=1.[H-].[K+].Cl>CO.O>[CH2:6]([S:5][CH2:4][C:3]([OH:12])=[O:2])[C:7]1[O:11][CH:10]=[CH:9][CH:8]=1 |f:1.2|. Procedure: 10 g of methyl-2-(furfurylthio)acetate was dissolved in 60 ml of methanol, and the solution prepared by dissolving 4.25 g of 85% potassium hydride in 15 ml of water was added dropwise. The mixture was stirred for 2 hours at room temperature, and pH was adjusted to 5 by adding 2N aqueous hydrochloric acid. Water and methanol were evaporated under reduced pressure. 100 ml of ethyl acetate and 100 ml of water were added to the residue and extraction was carried out. The ethyl acetate layer was drie... Reactants: Cc1ccccc1, O=C(O)c1cn(-c2ccc(Cl)cc2)c(-c2ccccc2Cl)n1, O=S(Cl)Cl. Yields the product O=C(Cl)c1cn(-c2ccc(Cl)cc2)c(-c2ccccc2Cl)n1. Reaction SMILES: [CH3:27][c:28]1[cH:29][cH:30][cH:31][cH:32][cH:33]1.[Cl:5][c:6]1[c:7](-[c:12]2[n:13](-[c:20]3[cH:21][cH:22][c:23]([Cl:26])[cH:24][cH:25]3)[cH:14][c:15]([C:17](=[O:18])[OH:19])[n:16]2)[cH:8][cH:9][cH:10][cH:11]1.[S:1]([Cl:2])([Cl:3])=[O:4]>>[Cl:3][C:17]([c:15]1[cH:14][n:13](-[c:20]2[cH:21][cH:22][c:23]([Cl:26])[cH:24][cH:25]2)[c:12](-[c:7]2[c:6]([Cl:5])[cH:11][cH:10][cH:9][cH:8]2)[n:16]1)=[O:18]. Reactants: ClC1=C(C(=CC=C1F)F)C(C)O (1-(2-chloro-3,6-difluorophenyl)ethanol), C(Cl)Cl (methylene chloride), P(Br)(Br)Br (Phosphorus tribromide), C(Cl)Cl (CH2Cl2), ice water, ( 2 ). Solvent: O (H2O). Yields the product BrC(C)C1=C(C=CC(=C1Cl)F)F (2-(1-Bromoethyl)-3-chloro-1,4-difluorobenzene). Isolated yield 78.0%. Reaction SMILES: P(Br)(Br)[Br:2].C(Cl)Cl.[Cl:8][C:9]1[C:14]([F:15])=[CH:13][CH:12]=[C:11]([F:16])[C:10]=1[CH:17](O)[CH3:18]>O>[Br:2][CH:17]([C:10]1[C:9]([Cl:8])=[C:14]([F:15])[CH:13]=[CH:12][C:11]=1[F:16])[CH3:18]. Procedure details: Phosphorus tribromide (1.3 mL) and anhydrous CH2Cl2 (50 mL) were combined and then cooled over ice water for 20 minutes. The cooled solution was then added to a mixture of 1-(2-chloro-3,6-difluorophenyl)ethanol (2.71 g) and methylene chloride (50 mL), and the resulting mixture was stirred at room temperature for two (2) hours. The mixture was then poured into H2O and extracted into CH2Cl2. The organic phase was isolated, dried with magnesium sulfate, filtered, and concentrated to give the title ... Reactants: BrCCCCCC(=O)O (6-bromohexanoic acid), S(O)(O)(=O)=O (sulfuric acid), CO (methanol). The product is BrCCCCCC(=O)OC (methyl 6-bromohexanoate). Reaction SMILES: [Br:1][CH2:2][CH2:3][CH2:4][CH2:5][CH2:6][C:7]([OH:9])=[O:8].S(=O)(=O)(O)O.[CH3:15]O>>[Br:1][CH2:2][CH2:3][CH2:4][CH2:5][CH2:6][C:7]([O:9][CH3:15])=[O:8]. Reported procedure: Methyl 6-bromohexanoate is prepared as follows: A solution of 6-bromohexanoic acid (10 g) in 50 ml of methanol to which was added 1.0 ml of concentrated sulfuric acid is heated under reflux for 8 hours. The methanol is distilled off, the residue is dissolved in ether. The ether solution is washed free of acid with water, dried over sodium sulfate and evaporated to dryness. Distillation at 0.8 mm Hg gives methyl 6-bromohexanoate, b.p. 85°-90°/0.8 mm.